This data is from the Open Reaction Database (ORD), a public repository of structured organic reaction records. The task is: describe an organic reaction: reactants, conditions, products, and yield Reactants: ClCCCC(=O)Cl (γ-chlorobutyryl chloride), NC1C2=C(C(=CC(=C2C2CCCCC12)C)C)O (9-amino-8-hydroxy-5,7-dimethyl-1,2,3,4,4a,9a-hexahydrofluorene), C([O-])([O-])=O.[K+].[K+] (potassium carbonate), CC(=O)C (acetone). Run in O (water). Product: OC=1C(=CC(=C2C3CCCCC3C(C12)N1C(CCC1)=O)C)C (8-hydroxy-5,7-dimethyl-9-(2-oxo-1-pyrrolidinyl)-1,2,3,4,4a,9a-hexahydrofluorene). As a reaction SMILES: [NH2:1][CH:2]1[CH:14]2[CH:9]([CH2:10][CH2:11][CH2:12][CH2:13]2)[C:8]2[C:3]1=[C:4]([OH:17])[C:5]([CH3:16])=[CH:6][C:7]=2[CH3:15].C(=O)([O-])[O-].[K+].[K+].CC(C)=O.Cl[CH2:29][CH2:30][CH2:31][C:32](Cl)=[O:33]>O>[OH:17][C:4]1[C:5]([CH3:16])=[CH:6][C:7]([CH3:15])=[C:8]2[C:3]=1[CH:2]([N:1]1[CH2:29][CH2:30][CH2:31][C:32]1=[O:33])[CH:14]1[CH:9]2[CH2:10][CH2:11][CH2:12][CH2:13]1 |f:1.2.3|. Procedure details: 4.0 Grams of 9-amino-8-hydroxy-5,7-dimethyl-1,2,3,4,4a,9a-hexahydrofluorene and 2.5 g of potassium carbonate were added to a mixture of 50 ml of acetone and 20 ml of water and thereto was added dropwise 2.5 ml of γ-chlorobutyryl chloride under ice-cooling and stirring. After stirring for 2 hours, the reaction mixture was concentrated and to the residue was added water and extraction was effected with chloroform. The choroform layer was dried with magnesium sulfate and concentrated. Then, the res...